This data is from the Open Reaction Database (ORD), a public repository of structured organic reaction records. The task is: describe an organic reaction: reactants, conditions, products, and yield Run in O (water), C(C)(=O)OCC (ethyl acetate), CN(C=O)C (N,N-dimethylformamide), C(C)(=O)O (acetic acid), C(C)O (ethanol). Starting materials: C(C)OC(=O)C(CCC1CCCCC1)NC1COC2=C(NC1=O)C=CC=C2 (3-(1-ethoxycarbonyl-3-cyclohexylpropyl)amino-2,3,4,5-tetrahydro-1,5-benzoxazepine-4-one), C([O-])([O-])=O.[K+].[K+] (potassium carbonate), ClCC(=O)OC(C)(C)C (tert-butyl chloroacetate), [I-].[K+] (potassium iodide), Cl.N[C@H]1COC2=C(NC1=O)C=CC=C2 (3(S)-amino-2,3,4,5-tetrahydro-1,5-benzoxazepine-4-one hydrochloride), C(C)(=O)[O-].[Na+] (sodium acetate), 4A, C1(CCCCC1)CCC(C(=O)OCC)=O (ethyl 4-cyclohexyl-2-oxo-butyrate). The reagents and catalysts are [Ni] (Raney nickel). Yields the product C(C)OC(=O)C(CCC1CCCCC1)NC1COC2=C(N(C1=O)CC(=O)OC(C)(C)C)C=CC=C2 (tert-butyl 3-(1-ethoxycarbonyl-3-cyclohexylpropyl)amino-4-oxo-2,3,4,5-tetrahydro-1,5-benzoxazepine-5-acetate). As a reaction SMILES: Cl.N[C@@H]1C(=O)NC2C=CC=CC=2OC1.C([O-])(=O)C.[Na+].C1(CCC(=O)C(OCC)=O)CCCCC1.[CH2:35]([O:37][C:38]([CH:40]([NH:49][CH:50]1[C:56](=[O:57])[NH:55][C:54]2[CH:58]=[CH:59][CH:60]=[CH:61][C:53]=2[O:52][CH2:51]1)[CH2:41][CH2:42][CH:43]1[CH2:48][CH2:47][CH2:46][CH2:45][CH2:44]1)=[O:39])[CH3:36].C(=O)([O-])[O-].[K+].[K+].Cl[CH2:69][C:70]([O:72][C:73]([CH3:76])([CH3:75])[CH3:74])=[O:71].[I-].[K+]>[Ni].O.C(OCC)(=O)C.CN(C)C=O.C(O)(=O)C.C(O)C>[CH2:35]([O:37][C:38]([CH:40]([NH:49][CH:50]1[C:56](=[O:57])[N:55]([CH2:69][C:70]([O:72][C:73]([CH3:76])([CH3:75])[CH3:74])=[O:71])[C:54]2[CH:58]=[CH:59][CH:60]=[CH:61][C:53]=2[O:52][CH2:51]1)[CH2:41][CH2:42][CH:43]1[CH2:48][CH2:47][CH2:46][CH2:45][CH2:44]1)=[O:39])[CH3:36] |f:0.1,2.3,6.7.8,10.11|. Procedure details: A mixture of 3(S)-amino-2,3,4,5-tetrahydro-1,5-benzoxazepine-4-one hydrochloride (2 g), ethanol (100 ml), sodium acetate (0.8 g), acetic acid (0.6 g), molecular sieves 4A (5 g) and ethyl 4-cyclohexyl-2-oxo-butyrate (5 g) is catalytically hydrogenated over Raney nickel at room temperature under atmospheric pressure. After the absorption of hydrogen ceases, the catalyst is removed by filtration and the filtrate is evaporated in vacuo. To the residue are added water (50 ml) and ethyl acetate (200 m... Reactants: C(C)(C)(C)OC(=O)N1CC2=C(CC1)SC(=C2)CCC=O (3-(5-tert-butoxycarbonyl -4,5,6,7-tetrahydrothieno[3,2-c]pyridin-2-yl)propanal), Cl.ClC=1C=C2C=CC(=CC2=CC1)S(=O)(=O)N1CCNCC1 (1-[(6-chloronaphthalen-2-yl)sulfonyl]piperazine hydrochloride). The product is C(C)(C)(C)OC(=O)N1CC2=C(CC1)SC(=C2)CCCN2CCN(CC2)S(=O)(=O)C2=CC1=CC=C(C=C1C=C2)Cl (1-[3-(5-tert-Butoxycarbonyl -4,5,6,7-tetrahydrothieno[3,2-c]pyridin-2-yl)propyl]-4-[(6-chloronaphthalen-2-yl)sulfonyl]piperazine). As a reaction SMILES: [C:1]([O:5][C:6]([N:8]1[CH2:13][CH2:12][C:11]2[S:14][C:15]([CH2:17][CH2:18][CH:19]=O)=[CH:16][C:10]=2[CH2:9]1)=[O:7])([CH3:4])([CH3:3])[CH3:2].Cl.[Cl:22][C:23]1[CH:24]=[C:25]2[C:30](=[CH:31][CH:32]=1)[CH:29]=[C:28]([S:33]([N:36]1[CH2:41][CH2:40][NH:39][CH2:38][CH2:37]1)(=[O:35])=[O:34])[CH:27]=[CH:26]2>>[C:1]([O:5][C:6]([N:8]1[CH2:13][CH2:12][C:11]2[S:14][C:15]([CH2:17][CH2:18][CH2:19][N:39]3[CH2:38][CH2:37][N:36]([S:33]([C:28]4[CH:27]=[CH:26][C:25]5[C:30](=[CH:31][CH:32]=[C:23]([Cl:22])[CH:24]=5)[CH:29]=4)(=[O:35])=[O:34])[CH2:41][CH2:40]3)=[CH:16][C:10]=2[CH2:9]1)=[O:7])([CH3:4])([CH3:3])[CH3:2] |f:1.2|. Procedure: In the same manner as in Referential Example 321, a reaction was effected using 3-(5-tert-butoxycarbonyl -4,5,6,7-tetrahydrothieno[3,2-c]pyridin-2-yl)propanal and 1-[(6-chloronaphthalen-2-yl)sulfonyl]piperazine hydrochloride as starting materials, whereby the title compound was obtained. Starting materials: C1(O)=CC(O)=CC=C1 (resorcinol), C1=C(C=CC2=CC=CC=C12)C(=O)CC(=O)OCC (ethyl 2-naphthoylacetate), O (water). Solvent: S(O)(O)(=O)=O (sulphuric acid). Run at time 5 day. Yields the product OC1=CC=C2C(=CC(OC2=C1)=O)C1=CC2=CC=CC=C2C=C1 (7-hydroxy-4-(2-naphthyl)coumarin). Isolated yield 26.0%. Reaction SMILES: [C:1]1([CH:8]=[CH:7][CH:6]=[C:4]([OH:5])[CH:3]=1)[OH:2].[CH:9]1[C:18]2[C:13](=[CH:14][CH:15]=[CH:16][CH:17]=2)[CH:12]=[CH:11][C:10]=1[C:19]([CH2:21][C:22](OCC)=[O:23])=O.O>S(=O)(=O)(O)O>[OH:2][C:1]1[CH:3]=[C:4]2[C:6]([C:19]([C:10]3[CH:11]=[CH:12][C:13]4[C:18](=[CH:17][CH:16]=[CH:15][CH:14]=4)[CH:9]=3)=[CH:21][C:22](=[O:23])[O:5]2)=[CH:7][CH:8]=1. Procedure details: A mixture of resorcinol (11.0 g, 0.1 mole) and ethyl 2-naphthoylacetate (24.2 g, 0.1 mole) in concentrated sulphuric acid (50 ml) was stirred at room temperature for 5 days then poured into water to give a yellow gum. The gum was washed several times with water then dissolved in ethanol and diluted with water to give 7-hydroxy-4-(2-naphthyl)coumarin as a fine pale brown precipitate in 26% yield. The reactants are ClC1=NC=C(C(=N1)C1=CC(=CC=C1)Cl)C (2-chloro-4-(3-chlorophenyl)-5-methylpyrimidine), CN1CCN(CC1)CC1=CC=C(N)C=C1 (4-((4-methylpiperazin-1-yl)methyl)aniline). Solvent: C(Cl)Cl.CO (CH2Cl2 CH3OH). Product: ClC=1C=C(C=CC1)C1=NC(=NC=C1C)NC1=CC=C(C=C1)CN1CCN(CC1)C (4-(3-chlorophenyl)-5-methyl-N-(4-((4-methylpiperazin-1-yl)methyl)phenyl)pyrimidin-2-amine). Isolated yield 77.0%. RXN SMILES: Cl[C:2]1[N:7]=[C:6]([C:8]2[CH:13]=[CH:12][CH:11]=[C:10]([Cl:14])[CH:9]=2)[C:5]([CH3:15])=[CH:4][N:3]=1.[CH3:16][N:17]1[CH2:22][CH2:21][N:20]([CH2:23][C:24]2[CH:30]=[CH:29][C:27]([NH2:28])=[CH:26][CH:25]=2)[CH2:19][CH2:18]1>C(Cl)Cl.CO>[Cl:14][C:10]1[CH:9]=[C:8]([C:6]2[C:5]([CH3:15])=[CH:4][N:3]=[C:2]([NH:28][C:27]3[CH:26]=[CH:25][C:24]([CH2:23][N:20]4[CH2:19][CH2:18][N:17]([CH3:16])[CH2:22][CH2:21]4)=[CH:30][CH:29]=3)[N:7]=2)[CH:13]=[CH:12][CH:11]=1 |f:2.3|. Procedure details: The title compound was prepared according to synthesis procedure B described above from 2-chloro-4-(3-chlorophenyl)-5-methylpyrimidine and 4-((4-methylpiperazin-1-yl)methyl)aniline in 77% yield (yellow solid) after flash chromatography (CH2Cl2/CH3OH 99:1 gradually increasing to 95:5). 1H NMR (400 MHz, CDCl3): δ 8.31 (s, 1H), 7.61 (s, 1H), 7.56 (d, 2H, J=8.2 Hz), 7.48 (m, 1H), 7.40 (m, 2H), 7.25 (d, 2H, J: not calculated due to overlapping peaks), 3.45 (s, 2H), 2.45 (bs, 8H), 2.27 (s, 3H), 2.24 (... Starting materials: BrB(Br)Br, CCOC(=O)CC(C)(C)Cc1ccc(OC)cc1Br, ClCCl. Yields the product CCOC(=O)CC(C)(C)Cc1ccc(O)cc1Br. As a reaction SMILES: [B:20]([Br:21])([Br:22])[Br:23].[Br:1][c:2]1[c:3]([CH2:10][C:11]([CH2:12][C:13](=[O:14])[O:15][CH2:16][CH3:17])([CH3:18])[CH3:19])[cH:4][cH:5][c:6]([O:8][CH3:9])[cH:7]1.[CH2:24]([Cl:25])[Cl:26]>>[Br:1][c:2]1[c:3]([CH2:10][C:11]([CH2:12][C:13](=[O:14])[O:15][CH2:16][CH3:17])([CH3:18])[CH3:19])[cH:4][cH:5][c:6]([OH:8])[cH:7]1. Reactants: CC=1SC=CC1C (2,3-dimethylthiophene), [N+](=O)([O-])C1=CC=CC=C1 (nitrobenzene), CC1C(=O)OC(CC1C)=O (2,3-dimethylglutaric anhydride), [Cl-].[Al+3].[Cl-].[Cl-] (aluminum chloride), [N+](=O)([O-])C1=CC=CC=C1 (nitrobenzene). The solvent is water ice. Conditions: time 10 hour. Product: CC=1SC(=CC1C)C(CC(CC(=O)O)(C)C)=O (2,3-dimethyl-5-(4-carboxy-3,3-dimethylbutanoyl)thiophene). Yield: 81.0%. Reaction SMILES: [CH3:1][C:2]1[S:3][CH:4]=[CH:5][C:6]=1[CH3:7].[N+]([C:11]1C=CC=CC=1)([O-])=O.C[CH:18]1[CH:24]([CH3:25])[CH2:23][C:22](=[O:26])[O:21][C:19]1=[O:20].[Cl-].[Al+3].[Cl-].[Cl-]>>[CH3:1][C:2]1[S:3][C:4]([C:22](=[O:26])[CH2:23][C:24]([CH3:25])([CH3:11])[CH2:18][C:19]([OH:21])=[O:20])=[CH:5][C:6]=1[CH3:7] |f:3.4.5.6|. Procedure: 40 g (0.355 mol) of 2,3-dimethylthiophene, 630 ml of nitrobenzene and 55.5 g (0.390 mol) of 2,3-dimethylglutaric anhydride are introduced into a 2 liter three-necked flask fitted with a mechanical stirrer. The mixture is brought to 0° C. and 71 g (0.532 mol) of aluminum chloride are added in portions while maintaining the temperature below 5° C. After 10 hours' stirring at room temperature, the mixture is hydrolysed with water/ice/concentrated HCl (500 g/500 g/170 ml) for 15 minutes. The nitrobe... Reactants: CCO, CCOC(=O)COc1cc2onc(-c3ccccc3F)c2cc1Cl, Cl, O. The product is O=C(O)COc1cc2onc(-c3ccccc3F)c2cc1Cl. Reaction SMILES: [CH3:25][CH2:26][OH:27].[Cl:1][c:2]1[c:3]([O:18][CH2:19][C:20](=[O:21])[O:22][CH2:23][CH3:24])[cH:4][c:5]2[c:6]([c:7](-[c:10]3[c:11]([F:16])[cH:12][cH:13][cH:14][cH:15]3)[n:8][o:9]2)[cH:17]1.[ClH:28].[OH2:29]>>[Cl:1][c:2]1[c:3]([O:18][CH2:19][C:20](=[O:21])[OH:22])[cH:4][c:5]2[c:6]([c:7](-[c:10]3[c:11]([F:16])[cH:12][cH:13][cH:14][cH:15]3)[n:8][o:9]2)[cH:17]1. Starting materials: 1,1-dihydro-1,1,1-triacetoxy-1,2-benziodoxol-3(1H)-on, solution, BrC1=C(C=C(C=C1C)CCC(C)O)C (4-(4-bromo-3,5-dimethylphenyl)butan-2-ol), CC(=O)OI1(C=2C=CC=CC2C(=O)O1)(OC(=O)C)OC(=O)C (Dess-Martin). The solvent is ClCCl (dichloromethane), ClCCl (dichloromethane). Reaction conditions: time 12 hour. Product: BrC1=C(C=C(C=C1C)CCC(C)=O)C (4-(4-Bromo-3,5-dimethylphenyl)butan-2-one). RXN SMILES: [Br:1][C:2]1[C:7]([CH3:8])=[CH:6][C:5]([CH2:9][CH2:10][CH:11]([OH:13])[CH3:12])=[CH:4][C:3]=1[CH3:14].CC(OI1(OC(C)=O)(OC(C)=O)OC(=O)C2C=CC=CC1=2)=O>ClCCl>[Br:1][C:2]1[C:7]([CH3:8])=[CH:6][C:5]([CH2:9][CH2:10][C:11](=[O:13])[CH3:12])=[CH:4][C:3]=1[CH3:14]. Procedure: To a solution of 4-(4-bromo-3,5-dimethylphenyl)butan-2-ol (130 mg) in dichloromethane (8 mL) is added at 0° C. 1,1-dihydro-1,1,1-triacetoxy-1,2-benziodoxol-3(1H)-on (Dess-Martin periodinan, 1.4 mL of a 15% solution in dichloromethane). The mixture is stirred for 12 hours at room temperature. The solvents are evaporated in vacuo. The residue is chromatographed on silica gel (cyclohexane/ethyl acetate 99:1→70:30) to give the title compound. Yield: 100 mg; LC (method 8): tR=0.44 min; Mass spectrum ...